From a dataset of the Open Reaction Database (ORD), a public repository of structured organic reaction records. describe an organic reaction: reactants, conditions, products, and yield The reactants are CCCCCCCCCCCc1cnc(-c2ccc(O)cc2)nc1, CCC1C=C(C(=O)O)CC1, C(=NC1CCCCC1)=NC1CCCCC1, ClCCl. Yields the product CCCCCCCCCCCc1cnc(-c2ccc(OC(=O)C3=CC(CC)CC3)cc2)nc1. As a reaction SMILES: [CH2:1]([CH2:2][CH2:3][CH2:4][CH2:5][CH2:6][CH2:7][CH2:8][CH2:9][CH2:10][CH3:11])[c:12]1[cH:13][n:14][c:15](-[c:18]2[cH:19][cH:20][c:21]([OH:24])[cH:22][cH:23]2)[n:16][cH:17]1.[CH2:25]([CH3:26])[CH:27]1[CH:28]=[C:29]([C:32](=[O:33])[OH:34])[CH2:30][CH2:31]1.[CH:35]1([N:36]=[C:37]=[N:38][CH:39]2[CH2:40][CH2:41][CH2:42][CH2:43][CH2:44]2)[CH2:45][CH2:46][CH2:47][CH2:48][CH2:49]1.[Cl:50][CH2:51][Cl:52]>>[CH2:1]([CH2:2][CH2:3][CH2:4][CH2:5][CH2:6][CH2:7][CH2:8][CH2:9][CH2:10][CH3:11])[c:12]1[cH:13][n:14][c:15](-[c:18]2[cH:19][cH:20][c:21]([O:24][C:32]([C:29]3=[CH:28][CH:27]([CH2:25][CH3:26])[CH2:31][CH2:30]3)=[O:33])[cH:22][cH:23]2)[n:16][cH:17]1. Procedure details: A mixture of of 7-chloro-2-(4-fluorophenyl)-3-(4-pyridinyl)pyrazolo[1,5-α]pyridine in toluene (2 mL) and excess of butylamine (1 mL) in sealed tube was heated at 110° C. for overnight. The mixture was evaporated to dryness and purified by preparative thin layer chromatography to give N-butyl-2-(4-fluorophenyl)-3-pyridin-4-ylpyrazolo[1,5-α]pyridin-7-amine. 1H NMR (CDCl3): δ 8.53 (d, 2H, J=5.1 Hz), 7.54–7.57 (m, 2H), 7.20–7.24 (m, 3H), 7.06 (t, 2H, J=8.6 Hz), 7.02–7.00 (m, 1H), 6.04 (bs, 1H), 5.95... Starting materials: ClC1=CC=CC=2N1N=C(C2C2=CC=NC=C2)C2=CC=C(C=C2)F (7-chloro-2-(4-fluorophenyl)-3-(4-pyridinyl)pyrazolo[1,5-α]pyridine), C(CCC)N (butylamine). Product: C(CCC)NC1=CC=CC=2N1N=C(C2C2=CC=NC=C2)C2=CC=C(C=C2)F (N-butyl-2-(4-fluorophenyl)-3-pyridin-4-ylpyrazolo[1,5-α]pyridin-7-amine). RXN SMILES: Cl[C:2]1[N:7]2[N:8]=[C:9]([C:17]3[CH:22]=[CH:21][C:20]([F:23])=[CH:19][CH:18]=3)[C:10]([C:11]3[CH:16]=[CH:15][N:14]=[CH:13][CH:12]=3)=[C:6]2[CH:5]=[CH:4][CH:3]=1.[CH2:24]([NH2:28])[CH2:25][CH2:26][CH3:27]>C1(C)C=CC=CC=1>[CH2:24]([NH:28][C:2]1[N:7]2[N:8]=[C:9]([C:17]3[CH:22]=[CH:21][C:20]([F:23])=[CH:19][CH:18]=3)[C:10]([C:11]3[CH:16]=[CH:15][N:14]=[CH:13][CH:12]=3)=[C:6]2[CH:5]=[CH:4][CH:3]=1)[CH2:25][CH2:26][CH3:27]. The solvent is C1(=CC=CC=C1)C (toluene). The reactants are [OH-].[Na+] (sodium hydroxide), COC=1C=C(C(C(=O)O)=CC1)O (4-methoxysalicylic acid), C(C)(C)N(C(C)C)CC (N,N-diisopropylethylamine), ClCOC (chloromethylmethyl ether), Cl (hydrochloric acid). The solvent is O (water), O (water), C(Cl)Cl (methylene chloride). Reaction conditions: time 42 hour. The product is COC1=CC(=C(C(=O)O)C=C1)OC (4-methoxy-2-methoxy benzoic acid). Isolated yield 114.9%. As a reaction SMILES: [CH3:1][O:2][C:3]1[CH:4]=[C:5]([OH:12])[C:6](=[CH:10][CH:11]=1)[C:7]([OH:9])=[O:8].[CH:13](N(CC)C(C)C)(C)C.ClCOC.[OH-].[Na+].Cl>C(Cl)Cl.O>[CH3:1][O:2][C:3]1[CH:11]=[CH:10][C:6]([C:7]([OH:9])=[O:8])=[C:5]([O:12][CH3:13])[CH:4]=1 |f:3.4|. Reported procedure: 12.05 g of 4-methoxysalicylic acid was dispersed in 200 ml of methylene chloride in argon atmosphere. To the dispersion were added 27.70 g of N,N-diisopropylethylamine and 19.20 g of chloromethylmethyl ether, and the mixture was agitated for 42 hours. The reaction mixture was poured into water, and extracted with methylene chloride. The extract was dried over anhydrous sodium sulfate. The solvent was distilled off in evacuated atomosphere, and 300 ml of methanol was added to the residue. To the ... The reactants are CC1CN(CCC1)CC(C)N1C2=CC=CC=C2SC=2C=CC(=CC12)C(N)=S (10-{(2RS)-1-[(3RS)-3-methyl-1-piperidyl]-2-propyl}-2-phenothiazinecarbothioamide), C(CC)N (propylamine), S (hydrogen sulphide). The solvent is C(C)O (ethanol). Reaction conditions: temperature 100 celsius, time 2 hour. Product: CC1CN(CCC1)CC(C)N1C2=CC=CC=C2SC=2C=CC(=CC12)C(NCCC)=S (10-{(2RS}-1-[(3RS)-3-Methyl-1-piperidyl]-2-propyl}-N-propyl-2-phenothiazinecarbothioamide). As a reaction SMILES: [CH3:1][CH:2]1[CH2:7][CH2:6][CH2:5][N:4]([CH2:8][CH:9]([N:11]2[C:24]3[CH:23]=[C:22]([C:25](=[S:27])[NH2:26])[CH:21]=[CH:20][C:19]=3[S:18][C:17]3[C:12]2=[CH:13][CH:14]=[CH:15][CH:16]=3)[CH3:10])[CH2:3]1.[CH2:28](N)[CH2:29][CH3:30].S>C(O)C>[CH3:1][CH:2]1[CH2:7][CH2:6][CH2:5][N:4]([CH2:8][CH:9]([N:11]2[C:24]3[CH:23]=[C:22]([C:25](=[S:27])[NH:26][CH2:28][CH2:29][CH3:30])[CH:21]=[CH:20][C:19]=3[S:18][C:17]3[C:12]2=[CH:13][CH:14]=[CH:15][CH:16]=3)[CH3:10])[CH2:3]1. Procedure: A mixture of 10-{(2RS)-1-[(3RS)-3-methyl-1-piperidyl]-2-propyl}-2-phenothiazinecarbothioamide acid fumarate (1 g) and propylamine (2.5 cc) in absolute ethanol (20 cc) is saturated with hydrogen sulphide and heated for 16 hours to a temperature in the region of 100° C. After cooling, the mixture is concentrated to dryness under reduced pressure (30 mm Hg; 4 kPa) at 40° C. The residual orange oil (1.5 g) is purified by chromatography on a column (height: 25 cm; diameter: 2 cm) of silica gel (0.04-... The reactants are Cl (HCl), O1CCOCC1 (dioxane), CNC(=O)N[C@H]1CN(CC1)C(=O)OC(C)(C)C (tert-butyl (3R)-3-{[(methylamino)carbonyl]amino}pyrrolidine-1-carboxylate). The solvent is C(Cl)Cl (CH2Cl2). Reaction conditions: temperature 0 celsius. The product is CNC(=O)N[C@H]1CNCC1 (N-methyl-N′-[(3R)-pyrrolidin-3-yl]urea). Reaction SMILES: [CH3:1][NH:2][C:3]([NH:5][C@@H:6]1[CH2:10][CH2:9][N:8](C(OC(C)(C)C)=O)[CH2:7]1)=[O:4].Cl.O1CCOCC1>C(Cl)Cl>[CH3:1][NH:2][C:3]([NH:5][C@@H:6]1[CH2:10][CH2:9][NH:8][CH2:7]1)=[O:4]. Procedure: tert-Butyl-(3R)-3-{[(methylamino)carbonyl]amino}pyrrolidine-1-carboxylate 6-3 (2.174 g, 8.93 mmol) was dissolved in 3 mL CH2Cl2 and the solution was cooled to 0° C. 4.0M HCl in dioxane (33.50 mL, 134.0 mmol) was added and the solution was allowed to warm to room temperature. After 4.5 hours the reaction was concentrated in vacuo to afford N-methyl-N′-[(3R)-pyrrolidin-3-yl]urea 6-4 as an off-white solid. HCl salt: 1H NMR (DMSO-d6) δ 9.13 (bs, 2H), 4.15 (m, 1H), 3.10-3.3.29 (m, 3H), 2.96-2.87 (m, ... As a reaction SMILES: C(OC([N:8]1[CH2:13][CH2:12][CH2:11][CH:10]([C:14]([N:16]2[CH2:22][CH2:21][CH2:20][N:19]([C:23]3[CH:28]=[CH:27][C:26]([Cl:29])=[C:25]([C:30]4[NH:34][C:33]5[CH:35]=[CH:36][CH:37]=[CH:38][C:32]=5[N:31]=4)[CH:24]=3)[CH2:18][CH2:17]2)=[O:15])[CH2:9]1)=O)(C)(C)C.C(Cl)(=O)C>C(O)(C)C>[NH:31]1[C:32]2[CH:38]=[CH:37][CH:36]=[CH:35][C:33]=2[N:34]=[C:30]1[C:25]1[CH:24]=[C:23]([N:19]2[CH2:20][CH2:21][CH2:22][N:16]([C:14]([CH:10]3[CH2:11][CH2:12][CH2:13][NH:8][CH2:9]3)=[O:15])[CH2:17][CH2:18]2)[CH:28]=[CH:27][C:26]=1[Cl:29]. Starting materials: C(C)(C)(C)OC(=O)N1CC(CCC1)C(=O)N1CCN(CCC1)C1=CC(=C(C=C1)Cl)C1=NC2=C(N1)C=CC=C2 (3-{4-[3-(1H-Benzoimidazol-2-yl)-4-chloro-phenyl]-[1,4]diazepane-1-carbonyl}-piperidine-1-carboxylic acid tert-butyl ester), C(C)(=O)Cl (acetyl chloride). The product is N1C(=NC2=C1C=CC=C2)C=2C=C(C=CC2Cl)N2CCN(CCC2)C(=O)C2CNCCC2 ({4-[3-(1H-Benzoimidazol-2-yl)-4-chloro-phenyl]-[1,4]diazepan-1-yl}-piperidin-3-yl-methanone). Reaction conditions: temperature 40 celsius. Run in C(C)(C)O (isopropanol). Procedure details: 3-{4-[3-(1H-Benzoimidazol-2-yl)-4-chloro-phenyl]-[1,4]diazepane-1-carbonyl}-piperidine-1-carboxylic acid tert-butyl ester (0.21 g, 0.39 mmol) was dissolved in isopropanol (4 mL) and acetyl chloride (0.17 mL, 2.4 mmol) was added. Reaction was heated at 40° C. for 16 h then cooled to room temperature and concentrated under reduced pressure and dried at 60° C. to afford 0.19 g of the title compound as dichlorhydrate salt. (94%). Yield: 111.2%.